From a dataset of the Open Reaction Database (ORD), a public repository of structured organic reaction records. describe an organic reaction: reactants, conditions, products, and yield Product: C(CC)OP(O)C(OCCC)OCCC (di-n-propyloxymethylphosphonous acid n-propyl ester). RXN SMILES: [PH2:1]([OH:3])=[O:2].[CH:4](OCCC)([O:9][CH2:10][CH2:11][CH3:12])[O:5][CH2:6][CH2:7][CH3:8].F[C:18](F)(F)[C:19](O)=O.Cl[CH2:25]Cl>>[CH2:25]([O:2][P:1]([CH:4]([O:5][CH2:6][CH2:7][CH3:8])[O:9][CH2:10][CH2:11][CH3:12])[OH:3])[CH2:18][CH3:19]. The reactants are ClCCl (dichloromethane), [PH2](=O)O (hypophosphorous acid), C(OCCC)(OCCC)OCCC (tri-n-propyl orthoformate), FC(C(=O)O)(F)F (trifluoracetic acid). Procedure: A mixture of 6.6 g of hypophosphorous acid (95% solution in water) and 86 gof tri-n-propyl orthoformate is treated with 0.77 ml of trifluoracetic acid. The two-phase mixture is stirred at room temperature for 48-72 hoursuntil the reaction is complete. This can be monitored by 31P-NMR or thin layer chromatography. The reaction mixture is diluted with 200 ml of dichloromethane and washed twice with 150 ml of a saturated aqueous solution of sodium bicarbonate. After drying the dichloromethane layer... Reactants: CO (methanol), Cl (hydrochloric acid), Cl.C(CCCCCC)NC(=N)NC(=N)NC(CC(C)(C)C)(C)C (N1-heptyl-N5- (1,1,3,3-tetramethylbutyl)-biguanide hydrochloride), CC(=O)C (acetone). Yields the product C(C)(=O)O.CC1(N=C(NC(=N1)NC(CC(C)(C)C)(C)C)NCCCCCCC)C (3,6-Dihydro-6,6-dimethyl-4-heptylamino-2-(1′,1′,3′,3′-tetramethylbutylamino)-1,3,5-triazine acetate). Reaction SMILES: C[OH:2].Cl.Cl.[CH2:5]([NH:12][C:13]([NH:15][C:16]([NH:18][C:19]([CH3:26])([CH3:25])[CH2:20][C:21]([CH3:24])([CH3:23])[CH3:22])=[NH:17])=[NH:14])[CH2:6][CH2:7][CH2:8][CH2:9][CH2:10][CH3:11].[CH3:27][C:28]([CH3:30])=[O:29]>>[C:28]([OH:2])(=[O:29])[CH3:30].[CH3:27][C:28]1([CH3:30])[N:17]=[C:16]([NH:18][C:19]([CH3:25])([CH3:26])[CH2:20][C:21]([CH3:24])([CH3:23])[CH3:22])[NH:15][C:13]([NH:12][CH2:5][CH2:6][CH2:7][CH2:8][CH2:9][CH2:10][CH3:11])=[N:14]1 |f:2.3,5.6|. Procedure: 100 ml of methanol, 80 ml of acetone and 2.9 ml of concentrated hydrochloric acid were added to 9.0 g (25.9 mmol) of N1-heptyl-N5- (1,1,3,3-tetramethylbutyl)-biguanide hydrochloride. The mixture was refluxed for 21 hours, and the solvent was distilled off under reduced pressure. To the residue were added 100 ml of ethanol, 60 ml of water and 10.6 ml of 5N sodium hydroxide, and the mixture was refluxed for 1 hour, concentrated under reduced pressure, and extracted with ethyl acetate. The extract ... Reactants: FC1=C(C#N)C=CC=N1 (2-Fluoro-nicotinonitrile), ClC1=NC=CC=C1O (2-chloro-pyridin-3-ol). Product: ClC1=NC=CC=C1OC1=C(C#N)C=CC=N1 (2-(2-Chloro-pyridin-3-yloxy)-nicotinonitrile). Reaction SMILES: F[C:2]1[N:9]=[CH:8][CH:7]=[CH:6][C:3]=1[C:4]#[N:5].[Cl:10][C:11]1[C:16]([OH:17])=[CH:15][CH:14]=[CH:13][N:12]=1>>[Cl:10][C:11]1[C:16]([O:17][C:2]2[N:9]=[CH:8][CH:7]=[CH:6][C:3]=2[C:4]#[N:5])=[CH:15][CH:14]=[CH:13][N:12]=1. Procedure details: 2-Fluoro-nicotinonitrile was reacted with 2-chloro-pyridin-3-ol according to the method of Example 85A to provide the title compound. MS (DCI/NH3) m/z 232 (M)+, 234 (M+2)+. Reactants: Cl.COC=1C=C(C=CC1OC)C=1C(C(N(N1)C1CCNCC1)=O)(C)C (5-(3,4-dimethoxyphenyl)-4,4-dimethyl-2-(piperidin-4-yl)-2,4-dihydro-3H-pyrazol-3-one hydrochloride), Cl.COC=1C=C(C=CC1OC)C=1C(C(N(N1)C1CCNCC1)=O)(C)C (5-(3,4-dimethoxyphenyl)-4,4-dimethyl-2-(piperidin-4-yl)-2,4-dihydro-3H-pyrazol-3-one hydrochloride), C(C)C1=C(C(=O)O)C=CC=C1 (2-ethylbenzoic acid). Product: COC=1C=C(C=CC1OC)C=1C(C(N(N1)C1CCN(CC1)C(=O)C1=C(C=CC=C1)CC)=O)(C)C (5-(3,4-Dimethoxyphenyl)-2-{1-[(2-ethylphenyl)carbonyl]piperidin-4-yl}-4,4-dimethyl-2,4-dihydro-3H-pyrazol-3-one). RXN SMILES: Cl.[CH3:2][O:3][C:4]1[CH:5]=[C:6]([C:12]2[C:13]([CH3:25])([CH3:24])[C:14](=[O:23])[N:15]([CH:17]3[CH2:22][CH2:21][NH:20][CH2:19][CH2:18]3)[N:16]=2)[CH:7]=[CH:8][C:9]=1[O:10][CH3:11].[CH2:26]([C:28]1[CH:36]=[CH:35][CH:34]=[CH:33][C:29]=1[C:30](O)=[O:31])[CH3:27]>>[CH3:2][O:3][C:4]1[CH:5]=[C:6]([C:12]2[C:13]([CH3:25])([CH3:24])[C:14](=[O:23])[N:15]([CH:17]3[CH2:22][CH2:21][N:20]([C:30]([C:29]4[CH:33]=[CH:34][CH:35]=[CH:36][C:28]=4[CH2:26][CH3:27])=[O:31])[CH2:19][CH2:18]3)[N:16]=2)[CH:7]=[CH:8][C:9]=1[O:10][CH3:11] |f:0.1|. Reported procedure: The title compound is prepared analogously as described for GP3 using 5-(3,4-dimethoxyphenyl)-4,4-dimethyl-2-(piperidin-4-yl)-2,4-dihydro-3H-pyrazol-3-one (compound B1) and 2-ethylbenzoic acid as starting compounds. The crude product is purified by crystallization from methanol to yield the title compound.